This data is from the Open Reaction Database (ORD), a public repository of structured organic reaction records. The task is: describe an organic reaction: reactants, conditions, products, and yield The reactants are CC1=CC=C(C=C1)OC (p-methyl anisole), CO (methanol). The product is COC=1C=CC(=CC1)C=O (anisaldehyde). The yield is 97.3%. As a reaction SMILES: [CH3:1][C:2]1[CH:7]=[CH:6][C:5]([O:8][CH3:9])=[CH:4][CH:3]=1.C[OH:11]>>[CH3:9][O:8][C:5]1[CH:6]=[CH:7][C:2]([CH:1]=[O:11])=[CH:3][CH:4]=1. Reported procedure: In the same manner as in Example 1, p-methyl anisole is oxidized with use of an 80% by weight aqueous solution of methanol in place of methanol, affording anisaldehyde in a yield of 97.3%. With use of cerium salt regenerated in the same manner as in Example 1 (and using an 80% by weight methanol aqueous solution in place of methanol) for the second oxidation, anisaldehyde is obtained in a yield of 94.3%. Starting materials: C(C)(C)(C)OC(=O)NC(C)C=1C=C(C(=O)O)C=CC1 (3-[1-(tert-Butoxycarbonylamino)ethyl]benzoic acid), B.CSC (borane dimethylsulfide). Solvent: C1CCOC1 (THF), C1CCOC1 (THF). Run at temperature 0 celsius, time 3 hour. The product is OCC=1C=C(C=CC1)C(C)NC(OC(C)(C)C)=O (tert-Butyl N-[1-[3-(hydroxymethyl)phenyl]ethyl]carbamate). Yield: 68.5%. Reaction SMILES: [C:1]([O:5][C:6]([NH:8][CH:9]([C:11]1[CH:12]=[C:13]([CH:17]=[CH:18][CH:19]=1)[C:14](O)=[O:15])[CH3:10])=[O:7])([CH3:4])([CH3:3])[CH3:2].B.CSC>C1COCC1>[OH:15][CH2:14][C:13]1[CH:12]=[C:11]([CH:9]([NH:8][C:6](=[O:7])[O:5][C:1]([CH3:4])([CH3:3])[CH3:2])[CH3:10])[CH:19]=[CH:18][CH:17]=1 |f:1.2|. Procedure: 3-[1-(tert-Butoxycarbonylamino)ethyl]benzoic acid (7.57 g, 28.53 mmol) was dissolved in anhydrous THF (45 mL) and 2M borane-dimethylsulfide in THF (42.8 mL, 85.6 mmol) was added dropwise at ambient temperature. The reaction was stirred at this temperature for 3 hours then cooled to 0° C. and quenched with MeOH. The solvents were removed under reduced pressure and the resulting residue partitioned between 1M HCl and ethyl acetate. The organic layer was washed with saturated sodium bicarbonate (×1... The reactants are C(C1=CC=CC=C1)N1CCCC2=CC=C(C=C12)CC=1C=C(C=CC1C(C)C)[C@@H]1O[C@@H]([C@H]([C@@H]([C@H]1O)O)O)CO ((2S,3R,4R,5S,6R)-2-[3-(1-benzyl-1,2,3,4-tetrahydro-quinolin-7-ylmethyl)-4-isopropyl-phenyl]-6-hydroxymethyl-tetrahydro-pyran-3,4,5-triol), Cl (HCl). The reagents and catalysts are [Pd] (palladium on charcoal). Solvent: CO (methanol). Run at time 18 hour. The product is OC[C@H]1O[C@H]([C@@H]([C@H]([C@@H]1O)O)O)C1=CC(=C(C=C1)C(C)C)CC1=CC=C2CCCNC2=C1 ((2R,3S,4R,5R,6S)-2-Hydroxymethyl-6-[4-isopropyl-3-(1,2,3,4-tetrahydro-quinolin-7-ylmethyl)-phenyl]-tetrahydro-pyran-3,4,5-triol). The yield is 74.8%. RXN SMILES: C([N:8]1[C:17]2[C:12](=[CH:13][CH:14]=[C:15]([CH2:18][C:19]3[CH:20]=[C:21]([C@H:28]4[C@H:33]([OH:34])[C@@H:32]([OH:35])[C@H:31]([OH:36])[C@@H:30]([CH2:37][OH:38])[O:29]4)[CH:22]=[CH:23][C:24]=3[CH:25]([CH3:27])[CH3:26])[CH:16]=2)[CH2:11][CH2:10][CH2:9]1)C1C=CC=CC=1.Cl>CO.[Pd]>[OH:38][CH2:37][C@@H:30]1[C@@H:31]([OH:36])[C@H:32]([OH:35])[C@@H:33]([OH:34])[C@H:28]([C:21]2[CH:22]=[CH:23][C:24]([CH:25]([CH3:27])[CH3:26])=[C:19]([CH2:18][C:15]3[CH:16]=[C:17]4[C:12]([CH2:11][CH2:10][CH2:9][NH:8]4)=[CH:13][CH:14]=3)[CH:20]=2)[O:29]1. Procedure: Step-VI: To a solution (2S,3R,4R,5S,6R)-2-[3-(1-benzyl-1,2,3,4-tetrahydro-quinolin-7-ylmethyl)-4-isopropyl-phenyl]-6-hydroxymethyl-tetrahydro-pyran-3,4,5-triol (1.0 g, 1.0 mmol) in methanol (20 mL) was added 10% dry palladium on charcoal (200 mg) and conc. HCl (0.2 mL), and the mixture was stirred under hydrogen balloon pressure for 18 h. The reaction mixture was filtered through a celite bed which was washed with methanol and the filtrate was concentrated. The resulting residue was purified by ...